This data is from the Open Reaction Database (ORD), a public repository of structured organic reaction records. The task is: describe an organic reaction: reactants, conditions, products, and yield Reaction SMILES: [F:1][C:2]1[CH:12]=[C:11](F)[C:10]([N+:14]([O-:16])=[O:15])=[CH:9][C:3]=1[C:4]([O:6][CH2:7][CH3:8])=[O:5].[NH3:17].O>C1COCC1>[NH2:17][C:11]1[C:10]([N+:14]([O-:16])=[O:15])=[CH:9][C:3]([C:4]([O:6][CH2:7][CH3:8])=[O:5])=[C:2]([F:1])[CH:12]=1. Reported procedure: A mixture of ethyl 2,4-difluoro-5-nitrobenzoate (5.00 g; 21.6 mmol) (see Example 59 (d)) in THF (100 mL) was treated with NH3 in THF (2.7 mL; 8 M; 21.6 mmol) at 0° C. and the mixture was stirred over night. Another portion of NH3 in THF (1.0 mL; 8M; 8 mmol) was added and the mixture stirred over night. Water (100 mL) was added and the mixture was concentrated. The precipitate was filtered off and dried to give the sub-title compound. Run in C1CCOC1 (THF), C1CCOC1 (THF), C1CCOC1 (THF). Product: NC1=CC(=C(C(=O)OCC)C=C1[N+](=O)[O-])F (Ethyl 4-amino-2-fluoro-5-nitrobenzoate). Reactants: FC1=C(C(=O)OCC)C=C(C(=C1)F)[N+](=O)[O-] (ethyl 2,4-difluoro-5-nitrobenzoate), N (NH3), N (NH3), Example 59 ( d ), O (Water). Starting materials: [Br-], O=C([O-])[O-], C1CCOC1, COc1cc(I)cc(OC)c1Br, CCCC[N+](CCCC)(CCCC)CCCC, [Na+], [Na+], O, c1ccc(P(c2ccccc2)c2ccccc2)cc1, OB(O)c1ccco1. Product: COc1cc(-c2ccco2)cc(OC)c1Br. Reaction SMILES: [Br-:46].[C:40](=[O:41])([O-:42])[O-:43].[CH2:65]1[O:66][CH2:67][CH2:68][CH2:69]1.[CH3:1][O:2][c:3]1[cH:4][c:5]([I:12])[cH:6][c:7]([O:10][CH3:11])[c:8]1[Br:9].[CH3:47][CH2:48][CH2:49][CH2:50][N+:51]([CH2:52][CH2:53][CH2:54][CH3:55])([CH2:56][CH2:57][CH2:58][CH3:59])[CH2:60][CH2:61][CH2:62][CH3:63].[Na+:44].[Na+:45].[OH2:64].[c:21]1([P:22]([c:23]2[cH:24][cH:25][cH:26][cH:27][cH:28]2)[c:29]2[cH:30][cH:31][cH:32][cH:33][cH:34]2)[cH:35][cH:36][cH:37][cH:38][cH:39]1.[o:13]1[c:14]([B:18]([OH:19])[OH:20])[cH:15][cH:16][cH:17]1>>[CH3:1][O:2][c:3]1[cH:4][c:5](-[c:14]2[o:13][cH:17][cH:16][cH:15]2)[cH:6][c:7]([O:10][CH3:11])[c:8]1[Br:9]. Starting materials: CCO, CC(CCCl)C(=O)Nc1cc(C(C)(C)C)no1, [K+], [OH-], O. Product: CC1CCN(c2cc(C(C)(C)C)no2)C1=O. RXN SMILES: [CH3:21][CH2:22][OH:23].[Cl:1][CH2:2][CH2:3][CH:4]([C:5](=[O:6])[NH:7][c:8]1[cH:9][c:10]([C:13]([CH3:14])([CH3:15])[CH3:16])[n:11][o:12]1)[CH3:17].[K+:19].[OH-:18].[OH2:20]>>[CH2:2]1[CH2:3][CH:4]([CH3:17])[C:5](=[O:6])[N:7]1[c:8]1[cH:9][c:10]([C:13]([CH3:14])([CH3:15])[CH3:16])[n:11][o:12]1.